describe an organic reaction: reactants, conditions, products, and yield From a dataset of the Open Reaction Database (ORD), a public repository of structured organic reaction records. Reactants: CC(C)(C)[Si](C)(C)OC1CCC(=O)CC1, C1CCOC1, C[Si](C)(C)[N-][Si](C)(C)C, CI, [Li+]. Yields the product CC1CC(O[Si](C)(C)C(C)(C)C)CCC1=O. RXN SMILES: [C:1]([CH3:2])([CH3:3])([CH3:4])[Si:5]([O:6][CH:7]1[CH2:8][CH2:9][C:10](=[O:13])[CH2:11][CH2:12]1)([CH3:14])[CH3:15].[CH2:28]1[O:29][CH2:30][CH2:31][CH2:32]1.[CH3:16][Si:17]([N-:18][Si:19]([CH3:20])([CH3:21])[CH3:22])([CH3:23])[CH3:24].[I:26][CH3:27].[Li+:25]>>[C:1]([CH3:2])([CH3:3])([CH3:4])[Si:5]([O:6][CH:7]1[CH2:8][CH:9]([CH3:16])[C:10](=[O:13])[CH2:11][CH2:12]1)([CH3:14])[CH3:15]. Reactants: Cn1nnnc1-c1cc(Br)cc([N+](=O)[O-])c1, CCCCC([Sn])=C(CCCC)CCCC, Cc1ccccc1, c1ccc(P(c2ccccc2)(c2ccccc2)[Pd](P(c2ccccc2)(c2ccccc2)c2ccccc2)(P(c2ccccc2)(c2ccccc2)c2ccccc2)P(c2ccccc2)(c2ccccc2)c2ccccc2)cc1. Product: C=Cc1cc(-c2nnnn2C)cc([N+](=O)[O-])c1. As a reaction SMILES: [Br:1][c:2]1[cH:3][c:4](-[c:11]2[n:12][n:13][n:14][n:15]2[CH3:16])[cH:5][c:6]([N+:8](=[O:9])[O-:10])[cH:7]1.[CH2:17]([CH2:18][CH2:30][CH3:31])[C:19]([Sn:20])=[C:21]([CH2:22][CH2:23][CH2:24][CH3:25])[CH2:26][CH2:27][CH2:28][CH3:29].[CH3:32][c:33]1[cH:34][cH:35][cH:36][cH:37][cH:38]1.[cH:39]1[cH:40][cH:41][c:42]([P:43]([Pd:44]([P:45]([c:46]2[cH:47][cH:48][cH:49][cH:50][cH:51]2)([c:52]2[cH:53][cH:54][cH:55][cH:56][cH:57]2)[c:58]2[cH:59][cH:60][cH:61][cH:62][cH:63]2)([P:64]([c:65]2[cH:66][cH:67][cH:68][cH:69][cH:70]2)([c:71]2[cH:72][cH:73][cH:74][cH:75][cH:76]2)[c:77]2[cH:78][cH:79][cH:80][cH:81][cH:82]2)[P:83]([c:84]2[cH:85][cH:86][cH:87][cH:88][cH:89]2)([c:90]2[cH:91][cH:92][cH:93][cH:94][cH:95]2)[c:96]2[cH:97][cH:98][cH:99][cH:100][cH:101]2)([c:102]2[cH:103][cH:104][cH:105][cH:106][cH:107]2)[c:108]2[cH:109][cH:110][cH:111][cH:112][cH:113]2)[cH:114][cH:115]1>>[c:2]1([CH:17]=[CH2:18])[cH:3][c:4](-[c:11]2[n:12][n:13][n:14][n:15]2[CH3:16])[cH:5][c:6]([N+:8](=[O:9])[O-:10])[cH:7]1. Starting materials: C1(CCCC1)OC=1C=C(C(=O)OC)C=CC1OC(F)F (methyl 3-cyclopentyloxy-4-difluoromethoxybenzoate), C([O-])([O-])=O.[K+].[K+] (potassium carbonate), O (water). The solvent is CO (methanol). Product: C1(CCCC1)OC=1C=C(C(=O)O)C=CC1OC(F)F (3-cyclopentyloxy-4-difluoromethoxybenzoic acid). RXN SMILES: [CH:1]1([O:6][C:7]2[CH:8]=[C:9]([CH:14]=[CH:15][C:16]=2[O:17][CH:18]([F:20])[F:19])[C:10]([O:12]C)=[O:11])[CH2:5][CH2:4][CH2:3][CH2:2]1.C(=O)([O-])[O-].[K+].[K+].O>CO>[CH:1]1([O:6][C:7]2[CH:8]=[C:9]([CH:14]=[CH:15][C:16]=2[O:17][CH:18]([F:19])[F:20])[C:10]([OH:12])=[O:11])[CH2:2][CH2:3][CH2:4][CH2:5]1 |f:1.2.3|. Reported procedure: A solution of methyl 3-cyclopentyloxy-4-difluoromethoxybenzoate (0.6 g; that is prepared as described in Reference Example 41) in methanol (10 mL) is treated with potassium carbonate (0.35 g) and water (4 mL), and then it is heated at reflux for 3 hours. Methanol is evaporated off under reduced pressure, and the residue is dissolved in water (40 mL). The solution is washed with diethyl ether (40 mL), acidified with concentrated hydrochloric acid, and extracted with ethyl acetate (3×40 mL). The c... The reactants are Brc1cncc(Br)c1, CCOc1ccc(C=O)cc1, CC(C)[Mg+], [Cl-], C1CCOC1, O. The product is CCOc1ccc(C(O)c2cncc(Br)c2)cc1. RXN SMILES: [Br:6][c:7]1[cH:8][n:9][cH:10][c:11]([Br:13])[cH:12]1.[CH2:19]([CH3:20])[O:21][c:22]1[cH:23][cH:24][c:25]([CH:26]=[O:27])[cH:28][cH:29]1.[CH:15]([Mg+:16])([CH3:17])[CH3:18].[Cl-:14].[O:1]1[CH2:2][CH2:3][CH2:4][CH2:5]1.[OH2:30]>>[c:7]1([CH:26]([c:25]2[cH:24][cH:23][c:22]([O:21][CH2:19][CH3:20])[cH:29][cH:28]2)[OH:27])[cH:8][n:9][cH:10][c:11]([Br:13])[cH:12]1. The reactants are CC(=O)[O-], CCOC(=O)c1cn(C2CC2)c2c(F)c(-c3cc(C)nc(C)c3)c(F)cc2c1=O, Cl, [Na+]. The product is Cc1cc(-c2c(F)cc3c(=O)c(C(=O)O)cn(C4CC4)c3c2F)cc(C)n1. RXN SMILES: [CH3:31][C:32](=[O:33])[O-:34].[CH:1]1([n:4]2[cH:5][c:6]([C:25](=[O:26])[O:27][CH2:28][CH3:29])[c:7](=[O:24])[c:8]3[cH:9][c:10]([F:23])[c:11](-[c:15]4[cH:16][c:17]([CH3:22])[n:18][c:19]([CH3:21])[cH:20]4)[c:12]([F:14])[c:13]23)[CH2:2][CH2:3]1.[ClH:35].[Na+:30]>>[CH:1]1([n:4]2[cH:5][c:6]([C:25](=[O:26])[OH:27])[c:7](=[O:24])[c:8]3[cH:9][c:10]([F:23])[c:11](-[c:15]4[cH:16][c:17]([CH3:22])[n:18][c:19]([CH3:21])[cH:20]4)[c:12]([F:14])[c:13]23)[CH2:2][CH2:3]1. The reactants are ClC=1C=C(N)C=CC1 (m-chloro aniline), N1=CN=CC=C1 (pyrimidine), ClC=1C=C(N)C=CC1 (m-Chloro aniline), N(=O)[O-].[Na+] (sodium nitrite), [OH-].[Na+] (sodium hydroxide), NC1=NC(=CC(=N1)N)C (2,4-diamino-6-methyl pyrimidine), N(=O)[O-].[Na+] (sodium nitrite), NC(=O)N (urea), N(=O)[O-].[Na+] (sodium nitrite), ClC=1C=C(N)C=CC1 (m-chloro aniline), solution, Cl (HCl). The solvent is C(C)O (ethanol), O (water), O (water), ice-salt. Run at temperature -5 celsius. Yields the product NC1=NC(=C(C(=N1)N)N=NC1=CC(=CC=C1)Cl)C (2,4-Diamino-6-methyl-5-(m-chlorophenylazo) pyrimidine). RXN SMILES: [NH2:1][C:2]1[N:7]=[C:6]([NH2:8])[CH:5]=[C:4]([CH3:9])[N:3]=1.[Cl:10][C:11]1[CH:12]=[C:13]([CH:15]=[CH:16][CH:17]=1)[NH2:14].Cl.[N:19]([O-])=O.[Na+].NC(N)=O.N1C=CC=NC=1.[OH-].[Na+]>O.C(O)C>[NH2:1][C:2]1[N:7]=[C:6]([NH2:8])[C:5]([N:19]=[N:14][C:13]2[CH:15]=[CH:16][CH:17]=[C:11]([Cl:10])[CH:12]=2)=[C:4]([CH3:9])[N:3]=1 |f:3.4,7.8|. Reported procedure: A solution of 2,4-diamino-6-methyl pyrimidine (1.0 gm) in water (60 ml) was cooled to 0° C in ice-salt bath and stirred mechanically. m-Chloro aniline (1.02 gm) was dissolved in ethanol (10 ml). To this solution 3 N HCl (30 ml) was added and the solution was cooled to -5° C. A solution of sodium nitrite (0.552 gm) in water (5 ml) was also cooled to 0° C. The cold sodium nitrite solution was then added to the cold m-chloro aniline solution. After shaking thoroughly, excess sodium nitrite was deco...